Dataset: the Open Reaction Database (ORD), a public repository of structured organic reaction records. Task: describe an organic reaction: reactants, conditions, products, and yield Starting materials: ClC1=C(C=C(C=C1)S(=O)(=O)NCC=1C=NC=CC1)[N+](=O)[O-] (4-chloro-3-nitro-N-(pyridin-3-ylmethyl)benzenesulfonamide), N.CO (ammonia methanol). Run at temperature 100 celsius, time 2 day. The product is NC1=C(C=C(C=C1)S(=O)(=O)NCC=1C=NC=CC1)[N+](=O)[O-] (4-amino-3-nitro-N-(pyridin-3-ylmethyl)benzenesulfonamide). As a reaction SMILES: Cl[C:2]1[CH:7]=[CH:6][C:5]([S:8]([NH:11][CH2:12][C:13]2[CH:14]=[N:15][CH:16]=[CH:17][CH:18]=2)(=[O:10])=[O:9])=[CH:4][C:3]=1[N+:19]([O-:21])=[O:20].[NH3:22].CO>>[NH2:22][C:2]1[CH:7]=[CH:6][C:5]([S:8]([NH:11][CH2:12][C:13]2[CH:14]=[N:15][CH:16]=[CH:17][CH:18]=2)(=[O:10])=[O:9])=[CH:4][C:3]=1[N+:19]([O-:21])=[O:20] |f:1.2|. Procedure: Into a saturated ammonia-methanol solution (60 ml) was added 4-chloro-3-nitro-N-(pyridin-3-ylmethyl)benzenesulfonamide (2.77 g), followed by about 2 days of heating at 100° C. in a sealed tube. After the reaction, the solvent was evaporated under reduced pressure and the formed yellow crystals were collected by filtration and dried to obtain 4-amino-3-nitro-N-(pyridin-3-ylmethyl)benzenesulfonamide (2.51 g). Hereinafter, the compound of Reference Examples 26 was obtained similarly. Starting materials: O=C(Br)CBr, O=C([O-])O, ClCCl, CCOCC, C#CCNC, [Na+]. Yields the product C#CCN(C)C(=O)CBr. Reaction SMILES: [Br:6][CH2:7][C:8](=[O:9])[Br:10].[C:11](=[O:12])([OH:13])[O-:14].[CH2:16]([Cl:17])[Cl:18].[CH2:19]([O:20][CH2:21][CH3:22])[CH3:23].[CH3:1][NH:2][CH2:3][C:4]#[CH:5].[Na+:15]>>[CH3:1][N:2]([CH2:3][C:4]#[CH:5])[C:8]([CH2:7][Br:6])=[O:9]. Starting materials: [N+](=[N-])=C(C(=O)OCC1=CC=C(C=C1)[N+](=O)[O-])C(C[C@H]1NC([C@H]1C(C)(C)OC)=O)=O (4-nitrobenzyl 2-diazo-4-[(2R,3R)-3-(1-methoxy-1-methylethyl)-4-oxoazetidin-2-yl]-3-oxobutanoate). Reagents/catalysts: C(C)(=O)[O-].[Rh+2].C(C)(=O)[O-] (rhodium (II) acetate). Run in C1=CC=CC=C1 (benzene). Yields the product O=C1[C@@H](N2C([C@H]([C@H]2C1)C(C)(C)OC)=O)C(=O)OCC1=CC=C(C=C1)[N+](=O)[O-] (4-nitrobenzyl (2R,5R,6R)-3,7-dioxo-6-(1-methoxy-1-methylethyl)-1-azabicyclo[3.2.0]heptane-2-carboxylate). The yield is 103.3%. Reaction SMILES: [N+](=[C:3]([C:17](=[O:29])[CH2:18][C@@H:19]1[C@H:22]([C:23]([O:26][CH3:27])([CH3:25])[CH3:24])[C:21](=[O:28])[NH:20]1)[C:4]([O:6][CH2:7][C:8]1[CH:13]=[CH:12][C:11]([N+:14]([O-:16])=[O:15])=[CH:10][CH:9]=1)=[O:5])=[N-]>C1C=CC=CC=1.C([O-])(=O)C.[Rh+2].C([O-])(=O)C>[O:29]=[C:17]1[CH2:18][C@H:19]2[N:20]([C:21](=[O:28])[C@H:22]2[C:23]([O:26][CH3:27])([CH3:24])[CH3:25])[C@H:3]1[C:4]([O:6][CH2:7][C:8]1[CH:9]=[CH:10][C:11]([N+:14]([O-:16])=[O:15])=[CH:12][CH:13]=1)=[O:5] |f:2.3.4|. Procedure details: A mixture of 4-nitrobenzyl 2-diazo-4-[(2R,3R)-3-(1-methoxy-1-methylethyl)-4-oxoazetidin-2-yl]-3-oxobutanoate (707 mg) and rhodium (II) acetate (ca. 5 mg) in benzene (20 ml) was refluxed for 30 minutes. After cooling to ambient temperature, the mixture was filtered through cellulose powder. The filtrate was evaporated to give 4-nitrobenzyl (2R,5R,6R)-3,7-dioxo-6-(1-methoxy-1-methylethyl)-1-azabicyclo[3.2.0]heptane-2-carboxylate (680 mg). The product is c1ccc(CC2CCN(Cc3ccn(-c4ccccc4)c3)CC2)cc1. Starting materials: [BH3-]C#N, c1ccc(CC2CCNCC2)cc1, CO, Cl, [Na+], O=Cc1ccn(-c2ccccc2)c1. As a reaction SMILES: [C:28]([BH3-:29])#[N:30].[CH2:14]([c:15]1[cH:16][cH:17][cH:18][cH:19][cH:20]1)[CH:21]1[CH2:22][CH2:23][NH:24][CH2:25][CH2:26]1.[CH3:32][OH:33].[ClH:27].[Na+:31].[c:1]1(-[n:7]2[cH:8][c:9]([CH:12]=[O:13])[cH:10][cH:11]2)[cH:2][cH:3][cH:4][cH:5][cH:6]1>>[c:1]1(-[n:7]2[cH:8][c:9]([CH2:12][N:24]3[CH2:23][CH2:22][CH:21]([CH2:14][c:15]4[cH:16][cH:17][cH:18][cH:19][cH:20]4)[CH2:26][CH2:25]3)[cH:10][cH:11]2)[cH:2][cH:3][cH:4][cH:5][cH:6]1. Reactants: Cc1cnc(CN(CCCCN)Cc2nccc3ccccc23)c(C)c1, CCN=C=NCCCN(C)C, CCN(C(C)C)C(C)C, CN(C)C=O, O=C(O)c1nc2ccccc2[nH]1, On1nnc2ccccc21. Product: Cc1cnc(CN(CCCCNC(=O)c2nc3ccccc3[nH]2)Cc2nccc3ccccc23)c(C)c1. Reaction SMILES: [CH3:1][c:2]1[c:3]([CH2:9][N:10]([CH2:11][CH2:12][CH2:13][CH2:14][NH2:15])[CH2:16][c:17]2[n:18][cH:19][cH:20][c:21]3[cH:22][cH:23][cH:24][cH:25][c:26]23)[n:4][cH:5][c:6]([CH3:8])[cH:7]1.[CH3:49][CH2:50][N:51]=[C:52]=[N:53][CH2:54][CH2:55][CH2:56][N:57]([CH3:58])[CH3:59].[CH:60]([N:61]([CH2:62][CH3:63])[CH:64]([CH3:65])[CH3:66])([CH3:67])[CH3:68].[O:69]=[CH:70][N:71]([CH3:72])[CH3:73].[OH:27][C:28](=[O:29])[c:30]1[n:31][c:32]2[cH:33][cH:34][cH:35][cH:36][c:37]2[nH:38]1.[OH:39][n:40]1[c:41]2[c:42]([cH:43][cH:44][cH:45][cH:46]2)[n:47][n:48]1>>[CH3:1][c:2]1[c:3]([CH2:9][N:10]([CH2:11][CH2:12][CH2:13][CH2:14][NH:15][C:28](=[O:27])[c:30]2[nH:31][c:32]3[cH:33][cH:34][cH:35][cH:36][c:37]3[n:38]2)[CH2:16][c:17]2[n:18][cH:19][cH:20][c:21]3[cH:22][cH:23][cH:24][cH:25][c:26]23)[n:4][cH:5][c:6]([CH3:8])[cH:7]1. The reactants are CN1CCCC1, O=C(Cl)Oc1ccccc1, Cl, Fc1ccc(C(CCNC2CC2)c2ccc(F)cc2)cc1, Nc1nc(-c2ccc(S(N)(=O)=O)cc2)c(Cl)s1, CN(C)C=O, c1ccncc1. Product: NS(=O)(=O)c1ccc(-c2nc(NC(=O)N(CCC(c3ccc(F)cc3)c3ccc(F)cc3)C3CC3)sc2Cl)cc1. Reaction SMILES: [CH3:28][N:29]1[CH2:30][CH2:31][CH2:32][CH2:33]1.[Cl:18][C:19](=[O:20])[O:21][c:22]1[cH:23][cH:24][cH:25][cH:26][cH:27]1.[ClH:34].[F:35][c:36]1[cH:37][cH:38][c:39]([CH:42]([CH2:43][CH2:44][NH:45][CH:46]2[CH2:47][CH2:48]2)[c:49]2[cH:50][cH:51][c:52]([F:55])[cH:53][cH:54]2)[cH:40][cH:41]1.[NH2:1][c:2]1[s:3][c:4]([Cl:17])[c:5](-[c:7]2[cH:8][cH:9][c:10]([S:13](=[O:14])(=[O:15])[NH2:16])[cH:11][cH:12]2)[n:6]1.[O:56]=[CH:57][N:58]([CH3:59])[CH3:60].[cH:61]1[cH:62][cH:63][n:64][cH:65][cH:66]1>>[NH:1]([c:2]1[s:3][c:4]([Cl:17])[c:5](-[c:7]2[cH:8][cH:9][c:10]([S:13](=[O:14])(=[O:15])[NH2:16])[cH:11][cH:12]2)[n:6]1)[C:19](=[O:20])[N:45]([CH2:44][CH2:43][CH:42]([c:39]1[cH:38][cH:37][c:36]([F:35])[cH:41][cH:40]1)[c:49]1[cH:50][cH:51][c:52]([F:55])[cH:53][cH:54]1)[CH:46]1[CH2:47][CH2:48]1. The product is N#Cc1cc(Cl)cc(Oc2c(Cl)ccc(CBr)c2F)c1Cl. Starting materials: ClC(Cl)(Cl)Cl, Cc1ccc(Cl)c(Oc2cc(Cl)cc(C#N)c2Cl)c1F, CC(C)(C#N)N=NC(C)(C)C#N, O=C1CCC(=O)N1Br. As a reaction SMILES: [C:41]([Cl:42])([Cl:43])([Cl:44])[Cl:45].[Cl:1][c:2]1[c:3]([C:4]#[N:5])[cH:6][c:7]([Cl:20])[cH:8][c:9]1[O:10][c:11]1[c:12]([F:19])[c:13]([CH3:18])[cH:14][cH:15][c:16]1[Cl:17].[N:29]#[C:30][C:31]([N:32]=[N:33][C:34]([C:35]#[N:36])([CH3:37])[CH3:38])([CH3:39])[CH3:40].[O:21]=[C:22]1[N:23]([Br:28])[C:24](=[O:25])[CH2:26][CH2:27]1>>[Cl:1][c:2]1[c:3]([C:4]#[N:5])[cH:6][c:7]([Cl:20])[cH:8][c:9]1[O:10][c:11]1[c:12]([F:19])[c:13]([CH2:18][Br:28])[cH:14][cH:15][c:16]1[Cl:17]. Reactants: CO, CC(C)(C)[Si](C)(C)OCC(N=[N+]=[N-])C1CCOCC1. Product: CC(C)(C)[Si](C)(C)OCC(N)C1CCOCC1. RXN SMILES: [CH3:20][OH:21].[N:1](=[N+:2]=[N-:3])[CH:4]([CH2:5][O:6][Si:7]([CH3:8])([CH3:9])[C:10]([CH3:11])([CH3:12])[CH3:13])[CH:14]1[CH2:15][CH2:16][O:17][CH2:18][CH2:19]1>>[NH2:1][CH:4]([CH2:5][O:6][Si:7]([CH3:8])([CH3:9])[C:10]([CH3:11])([CH3:12])[CH3:13])[CH:14]1[CH2:15][CH2:16][O:17][CH2:18][CH2:19]1. Starting materials: [Li]C(C)(C)C (t-BuLi), BrC1=C2C=CC(=NC2=CC=C1OC)SC (5-bromo-6-methoxy-2-methylsulfanyl-quinoline), COC1=CC=C(C=O)C=C1 (p-methoxybenzaldehyde). Solvent: CCCCC (pentane), C1CCOC1 (THF). Conditions: time 1.5 hour. Product: COC=1C(=C2C=CC(=NC2=CC1)SC)C(O)C1=CC=C(C=C1)OC ((6-methoxy-2-methylsulfanyl-quinolin-5-yl)-(4-methoxy-phenyl)methanol). The yield is 35.0%. Reaction SMILES: Br[C:2]1[C:11]([O:12][CH3:13])=[CH:10][CH:9]=[C:8]2[C:3]=1[CH:4]=[CH:5][C:6]([S:14][CH3:15])=[N:7]2.[Li]C(C)(C)C.[CH3:21][O:22][C:23]1[CH:30]=[CH:29][C:26]([CH:27]=[O:28])=[CH:25][CH:24]=1>C1COCC1.CCCCC>[CH3:13][O:12][C:11]1[C:2]([CH:27]([C:26]2[CH:29]=[CH:30][C:23]([O:22][CH3:21])=[CH:24][CH:25]=2)[OH:28])=[C:3]2[C:8](=[CH:9][CH:10]=1)[N:7]=[C:6]([S:14][CH3:15])[CH:5]=[CH:4]2. Procedure: A solution of 280 mg (1 mmole) of 5-bromo-6-methoxy-2-methylsulfanyl-quinoline in 4 mL THF was cooled to −78° C. and treated with 1.5 mL of 1.5 M t-BuLi in pentane. After stirring for 1.5 hours, 1.5 eq of p-methoxybenzaldehyde was added and the reaction allowed to warm to room temperature. After partitioning between EtOAc and water the product was purified by chromatography on silica gel (1:3 EtOAc/hexane) to afford (6-methoxy-2-methylsulfanyl-quinolin-5-yl)-(4-methoxy-phenyl)methanol (120 mg, 3...